This data is from the Open Reaction Database (ORD), a public repository of structured organic reaction records. The task is: describe an organic reaction: reactants, conditions, products, and yield The reactants are ClC=1C=CC(=C(N)C1)SCC=1C(=NC=CC1)F (5-chloro-2-(((2-fluoropyridin-3-yl)methyl)thio)aniline), O1C(=CC2=C1C=CC=C2)S(=O)(=O)Cl (benzofuran-2-sulfonyl chloride). Run in N1=CC=CC=C1 (pyridine). The product is ClC=1C=CC(=C(C1)NS(=O)(=O)C=1OC2=C(C1)C=CC=C2)SCC=2C(=NC=CC2)F (N-(5-chloro-2-{[(2-fluoropyridin-3-yl)methyl]thio}phenyl)-1-benzofuran-2-sulfonamide). Isolated yield 26.9%. Reaction SMILES: [Cl:1][C:2]1[CH:3]=[CH:4][C:5]([S:9][CH2:10][C:11]2[C:12]([F:17])=[N:13][CH:14]=[CH:15][CH:16]=2)=[C:6]([CH:8]=1)[NH2:7].[O:18]1[C:22]2[CH:23]=[CH:24][CH:25]=[CH:26][C:21]=2[CH:20]=[C:19]1[S:27](Cl)(=[O:29])=[O:28]>N1C=CC=CC=1>[Cl:1][C:2]1[CH:3]=[CH:4][C:5]([S:9][CH2:10][C:11]2[C:12]([F:17])=[N:13][CH:14]=[CH:15][CH:16]=2)=[C:6]([NH:7][S:27]([C:19]2[O:18][C:22]3[CH:23]=[CH:24][CH:25]=[CH:26][C:21]=3[CH:20]=2)(=[O:28])=[O:29])[CH:8]=1. Reported procedure: Following General Procedure B, the title compound (235 mg) was prepared from 5-chloro-2-(((2-fluoropyridin-3-yl)methyl)thio)aniline (522 mg, 1.948 mmol) and benzofuran-2-sulfonyl chloride (421 mg, 1.948 mmol) in pyridine (5 ml). Reactants: C1(=CC=C(C=C1)S(=O)N1[C@@H]([C@@H]1C(C)C)C(=O)OC)C ((2S,3S)-(+)-N-(p-toluenesulfinyl)-2-carbomethoxy-3-isopropylaziridine), C(C)(=O)OCC.CCCCC (ethyl acetate n-pentane). Yields the product C1(=CC=C(C=C1)S(=O)(=O)N1[C@@H]([C@@H]1C(C)C)C(=O)OC)C ((2S,3S)-(+)-N-(p-Toluenesulfonyl)-2-carbomethoxy-3-isopropylaziridine). The yield is 95.0%. RXN SMILES: [C:1]1([CH3:19])[CH:6]=[CH:5][C:4]([S:7]([N:9]2[C@@H:11]([CH:12]([CH3:14])[CH3:13])[C@H:10]2[C:15]([O:17][CH3:18])=[O:16])=[O:8])=[CH:3][CH:2]=1.C(OCC)(=[O:22])C.CCCCC>>[C:1]1([CH3:19])[CH:2]=[CH:3][C:4]([S:7]([N:9]2[C@@H:11]([CH:12]([CH3:14])[CH3:13])[C@H:10]2[C:15]([O:17][CH3:18])=[O:16])(=[O:22])=[O:8])=[CH:5][CH:6]=1 |f:1.2|. Procedure: Following the procedure of Example 11A, but replacing the (2S,3S)-(+)-N-(p-toluenesulfinyl)-2-carbomethoxy-3-phenylaziridine with (2S,3S)-(+)-N-(p-toluenesulfinyl)-2-carbomethoxy-3-isopropylaziridine (prepared according to Example 4), and performing the flash chromatography with ethyl acetate:n-pentane (2:8) as the eluent afforded the titled compound (0.565 g, 95%): mp 52°-4° C.; [α]D20 -34.3° (c 1.2, CHCl3); IR (KBr): 2963.9, 1755.8, 1597.5, 1209.6 1102.1, 1091.4 cm-1 ; 1H NMR (CDCl3) δ0.84 (d,... Reactants: CCOC(C)=O, COc1cc([N+](=O)[O-])ccc1S(=O)(=O)NCCCCCC(=O)O. Product: COc1cc(N)ccc1S(=O)(=O)NCCCCCC(=O)O. RXN SMILES: [CH3:24][CH2:25][O:26][C:27](=[O:28])[CH3:29].[N+:1]([O-:2])(=[O:3])[c:4]1[cH:5][c:6]([O:22][CH3:23])[c:7]([S:10](=[O:11])(=[O:12])[NH:13][CH2:14][CH2:15][CH2:16][CH2:17][CH2:18][C:19](=[O:20])[OH:21])[cH:8][cH:9]1>>[NH2:1][c:4]1[cH:5][c:6]([O:22][CH3:23])[c:7]([S:10](=[O:11])(=[O:12])[NH:13][CH2:14][CH2:15][CH2:16][CH2:17][CH2:18][C:19](=[O:20])[OH:21])[cH:8][cH:9]1.